Dataset: the Open Reaction Database (ORD), a public repository of structured organic reaction records. Task: describe an organic reaction: reactants, conditions, products, and yield Reactants: CN1C=CC2=CC(=CC=C12)SC1=C(C(=C(C=C1)\C=C\C(=O)N1CC(CCC1)C(=O)OCC)Cl)Cl ((1-Methylindol-5-yl)[2,3-dichloro-4-(E-((3-carboethoxypiperidin-1-yl) carbonyl)ethenyl)phenyl]sulfide), [OH-].[K+] (KOH), [OH-].[Na+] (NaOH). Solvent: C(Cl)Cl (CH2Cl2). The product is CN1C=CC2=CC(=CC=C12)SC1=C(C(=C(C=C1)\C=C\C(=O)N1CC(CCC1)C(=O)O)Cl)Cl ((1-Methylindol-5-yl)[2,3-dichloro-4-(E-((3-carboxypiperidin-1-yl)carbonyl)ethenyl) phenyl]sulfide). Reaction SMILES: [CH3:1][N:2]1[C:10]2[C:5](=[CH:6][C:7]([S:11][C:12]3[CH:17]=[CH:16][C:15](/[CH:18]=[CH:19]/[C:20]([N:22]4[CH2:27][CH2:26][CH2:25][CH:24]([C:28]([O:30]CC)=[O:29])[CH2:23]4)=[O:21])=[C:14]([Cl:33])[C:13]=3[Cl:34])=[CH:8][CH:9]=2)[CH:4]=[CH:3]1.[OH-].[K+].[OH-].[Na+]>C(Cl)Cl>[CH3:1][N:2]1[C:10]2[C:5](=[CH:6][C:7]([S:11][C:12]3[CH:17]=[CH:16][C:15](/[CH:18]=[CH:19]/[C:20]([N:22]4[CH2:27][CH2:26][CH2:25][CH:24]([C:28]([OH:30])=[O:29])[CH2:23]4)=[O:21])=[C:14]([Cl:33])[C:13]=3[Cl:34])=[CH:8][CH:9]=2)[CH:4]=[CH:3]1 |f:1.2,3.4|. Procedure details: The title compound was prepared by the procedures described in Example 155, substituting the ethyl ester from Example 137 with ethyl ester from Example 337, and KOH with NaOH, to give a white solid. 1H NMR (d6-DMSO, 300 MHz) δ 1.29-1.45 (m, 1H), 1.45-1.78 (m, 2H), 1.78-2.02 (m, 1H), 2.20-2.40 (m, 1H), 2.82 (brt, J=10.5 Hz, 1H), 3.08 (brt, J=10.5 Hz, 1H), 3.80-4.07 (m, 2H), 3.86 (s, 3H), 4.38-4.50 (m, 1H), 6.42 (d, J=8.4 Hz, 1H), 6.54 (d, J=3.0 Hz, 1H), 7.19 (d, J=15.3 Hz, 1H), 7.32 (dd, J=1.8, 8... Starting materials: CC1=CC=CC(=N1)C1S(CCCC1)=O (2-(6-methyl-2-pyridyl)tetrahydrothiopyran 1-oxide), ferric nitrate, N (ammonia), CN=C=S (methyl isothiocyanate), [Na] (sodium), [Cl-].[NH4+] (Ammonium chloride). Solvent: O1CCCC1 (tetrahydrofuran), O1CCCC1 (tetrahydrofuran). Conditions: temperature -40 celsius, time 25 minute. Product: CNC(=S)C1(S(CCCC1)=O)C1=NC(=CC=C1)C (N-methyl-2-(6-methyl-2-pyridyl)-2-tetrahydrothiopyrancarbothioamide 1-oxide). The yield is 31.5%. As a reaction SMILES: N.[Na].[CH3:3][C:4]1[N:9]=[C:8]([CH:10]2[CH2:15][CH2:14][CH2:13][CH2:12][S:11]2=[O:16])[CH:7]=[CH:6][CH:5]=1.[CH3:17][N:18]=[C:19]=[S:20].[Cl-].[NH4+]>O1CCCC1>[CH3:17][NH:18][C:19]([C:10]1([C:8]2[CH:7]=[CH:6][CH:5]=[C:4]([CH3:3])[N:9]=2)[CH2:15][CH2:14][CH2:13][CH2:12][S:11]1=[O:16])=[S:20] |f:4.5,^1:1|. Reported procedure: To a solution of ferric nitrate (1.2 g) in liquid ammonia (700 cc) maintained boiling, sodium (23 g) is added in the course of 1 hour 5 minutes. After 25 minutes' stirring, a solution of 2-(6-methyl-2-pyridyl)tetrahydrothiopyran 1-oxide (106 g) in anhydrous tetrahydrofuran (500 cc) is added dropwise in the course of 40 minutes. The reaction mixture is stirred for 15 minutes; a solution of methyl isothiocyanate (74.7 g) in anhydrous tetrahydrofuran (400 cc) is then added dropwise in the course of... Reactants: C(C)OC(=O)C1=C(C=CC=C1)C=1NC(C(N1)=O)(C)C(C)C (2-(2-ethoxycarbonylphenyl)-5-isopropyl-5-methyl-4-oxo-2-imidazoline), ClC(=O)OC (methyl chloroformate). Run in N1=CC=CC=C1 (pyridine). Run at time 1 hour. The product is C(C)OC(=O)C1=C(C=CC=C1)C=1N(C(C(N1)=O)(C)C(C)C)C(=O)OC (2-(2-ethoxycarbonylphenyl)-5-isopropyl-1-methoxycarbonyl-5-methyl-4-oxo-2-imidazoline). The yield is 89.7%. RXN SMILES: [CH2:1]([O:3][C:4]([C:6]1[CH:11]=[CH:10][CH:9]=[CH:8][C:7]=1[C:12]1[NH:13][C:14]([CH:19]([CH3:21])[CH3:20])([CH3:18])[C:15](=[O:17])[N:16]=1)=[O:5])[CH3:2].Cl[C:23]([O:25][CH3:26])=[O:24]>N1C=CC=CC=1>[CH2:1]([O:3][C:4]([C:6]1[CH:11]=[CH:10][CH:9]=[CH:8][C:7]=1[C:12]1[N:13]([C:23]([O:25][CH3:26])=[O:24])[C:14]([CH:19]([CH3:20])[CH3:21])([CH3:18])[C:15](=[O:17])[N:16]=1)=[O:5])[CH3:2]. Procedure details: 8 g (0.028 mole) of 2-(2-ethoxycarbonylphenyl)-5-isopropyl-5-methyl-4-oxo-2-imidazoline are dissolved in 30 ml of absolute pyridine, and 5.3 g (0.056 mole) of methyl chloroformate are added at room temperature. After 1 hour, the mixture is poured onto ice and extracted twice with 100 ml of toluene each time and the organic phase is washed twice with water, dried and evaporated. 8.7 g (90% of theory) of 2-(2-ethoxycarbonylphenyl)-5-isopropyl-1-methoxycarbonyl-5-methyl-4-oxo-2-imidazoline are obta...